describe an organic reaction: reactants, conditions, products, and yield From a dataset of the Open Reaction Database (ORD), a public repository of structured organic reaction records. The reactants are CN(C1=C(C=CC=C1)S)C (2-Dimethylaminobenzenethiol), [Na] (sodium), ClCC(N)=NO (chloroacetamidoxime). Run in C(C)O (ethanol). Conditions: time 2 hour. Product: CN(C1=C(C=CC=C1)SCC(N)=NO)C (2-(2-dimethylaminophenylthio)acetamidoxime). RXN SMILES: [CH3:1][N:2]([CH3:10])[C:3]1[CH:8]=[CH:7][CH:6]=[CH:5][C:4]=1[SH:9].[Na].Cl[CH2:13][C:14](=[N:16][OH:17])[NH2:15]>C(O)C>[CH3:1][N:2]([CH3:10])[C:3]1[CH:8]=[CH:7][CH:6]=[CH:5][C:4]=1[S:9][CH2:13][C:14](=[N:16][OH:17])[NH2:15] |^1:10|. Procedure: 2-Dimethylaminobenzenethiol (4.6 g; 3×10-2 mol) was added dropwise to a solution of sodium (0.69 g; 3×10-2 mol) in absolute ethanol (50 ml) at 25°. Immediately chloroacetamidoxime was added. Stirring at 25° was continued for 2 hours, sodium chloride was removed by filtration and the filtrate evaporated under reduced pressure. Re-crystallisation of the residue from isopropanol gave 2-(2-dimethylaminophenylthio)acetamidoxime, m.p. 133°. The reactants are COCCN, Clc1cc(Cl)nc(-c2ccccc2)n1, O. Product: COCCNc1cc(Cl)nc(-c2ccccc2)n1. As a reaction SMILES: [CH3:15][O:16][CH2:17][CH2:18][NH2:19].[Cl:1][c:2]1[n:3][c:4](-[c:9]2[cH:10][cH:11][cH:12][cH:13][cH:14]2)[n:5][c:6]([Cl:8])[cH:7]1.[OH2:20]>>[c:2]1([NH:19][CH2:18][CH2:17][O:16][CH3:15])[n:3][c:4](-[c:9]2[cH:10][cH:11][cH:12][cH:13][cH:14]2)[n:5][c:6]([Cl:8])[cH:7]1.